From a dataset of the Open Reaction Database (ORD), a public repository of structured organic reaction records. describe an organic reaction: reactants, conditions, products, and yield Starting materials: CN(N)C(=O)OC(C)(C)C, CC(=O)O, CO, CN(C)C=C1CSc2ccc(Cl)cc2C1=O, C1CCOC1. Product: CN(NC=C1CSc2ccc(Cl)cc2C1=O)C(=O)OC(C)(C)C. Reaction SMILES: [C:17]([CH3:18])([CH3:19])([CH3:20])[O:21][C:22](=[O:23])[N:24]([NH2:25])[CH3:26].[CH3:27][C:28](=[O:29])[OH:30].[CH3:31][OH:32].[Cl:1][c:2]1[cH:3][cH:4][c:5]2[c:6]([cH:16]1)[C:7](=[O:15])[C:8](=[CH:11][N:12]([CH3:13])[CH3:14])[CH2:9][S:10]2.[O:33]1[CH2:34][CH2:35][CH2:36][CH2:37]1>>[Cl:1][c:2]1[cH:3][cH:4][c:5]2[c:6]([cH:16]1)[C:7](=[O:15])[C:8](=[CH:11][NH:12][N:24]([C:22]([O:21][C:17]([CH3:18])([CH3:19])[CH3:20])=[O:23])[CH3:26])[CH2:9][S:10]2. Reactants: CN(C)C=O, CCOC(C)=O, O=C(Cl)C(=O)Cl, CC(C)(C#N)c1cccc(C(=O)O)c1Cl, CC(=O)Nc1nc2ccc(Oc3ccc(Cl)c(N)c3)nc2s1, C1CCOC1. Product: CC(=O)Nc1nc2ccc(Oc3ccc(Cl)c(NC(=O)c4cccc(C(C)(C)C#N)c4Cl)c3)nc2s1. RXN SMILES: [CH3:49][N:50]([CH3:51])[CH:52]=[O:53].[CH3:54][CH2:55][O:56][C:57](=[O:58])[CH3:59].[Cl:16][C:17]([C:18]([Cl:19])=[O:20])=[O:21].[Cl:1][c:2]1[c:3]([C:4](=[O:5])[OH:6])[cH:7][cH:8][cH:9][c:10]1[C:11]([CH3:12])([CH3:13])[C:14]#[N:15].[NH2:22][c:23]1[cH:24][c:25]([O:26][c:27]2[cH:28][cH:29][c:30]3[c:31]([n:32]2)[s:33][c:34]([NH:36][C:37]([CH3:38])=[O:39])[n:35]3)[cH:40][cH:41][c:42]1[Cl:43].[O:44]1[CH2:45][CH2:46][CH2:47][CH2:48]1>>[Cl:1][c:2]1[c:3]([C:4](=[O:6])[NH:22][c:23]2[cH:24][c:25]([O:26][c:27]3[cH:28][cH:29][c:30]4[c:31]([n:32]3)[s:33][c:34]([NH:36][C:37]([CH3:38])=[O:39])[n:35]4)[cH:40][cH:41][c:42]2[Cl:43])[cH:7][cH:8][cH:9][c:10]1[C:11]([CH3:12])([CH3:13])[C:14]#[N:15]. The product is Brc1csc2cc(OCc3ccccc3)ccc12. Starting materials: O=C1CCC(=O)N1Br, c1ccc(COc2ccc3ccsc3c2)cc1, CCCCC, ClCCCl. Reaction SMILES: [Br:1][N:2]1[C:3](=[O:4])[CH2:5][CH2:6][C:7]1=[O:8].[CH2:9]([c:10]1[cH:11][cH:12][cH:13][cH:14][cH:15]1)[O:16][c:17]1[cH:18][c:19]2[c:20]([cH:21][cH:22][s:23]2)[cH:24][cH:25]1.[CH3:26][CH2:27][CH2:28][CH2:29][CH3:30].[Cl:31][CH2:32][CH2:33][Cl:34]>>[Br:1][c:21]1[c:20]2[c:19]([cH:18][c:17]([O:16][CH2:9][c:10]3[cH:11][cH:12][cH:13][cH:14][cH:15]3)[cH:25][cH:24]2)[s:23][cH:22]1.